From a dataset of the Open Reaction Database (ORD), a public repository of structured organic reaction records. describe an organic reaction: reactants, conditions, products, and yield Reactants: Cc1ccc(S(=O)(=O)OCC2C=Cc3cccc(-c4c(Cl)cccc4Cl)c3O2)cc1, CS(C)=O, [N-]=[N+]=[N-], [Na+]. Yields the product [N-]=[N+]=NCC1C=Cc2cccc(-c3c(Cl)cccc3Cl)c2O1. Reaction SMILES: [CH3:1][c:2]1[cH:3][cH:4][c:5]([S:6]([O:7][CH2:12][CH:13]2[O:14][c:15]3[c:16](-[c:23]4[c:24]([Cl:30])[cH:25][cH:26][cH:27][c:28]4[Cl:29])[cH:17][cH:18][cH:19][c:20]3[CH:21]=[CH:22]2)(=[O:8])=[O:9])[cH:10][cH:11]1.[CH3:35][S:36](=[O:37])[CH3:38].[N-:32]=[N+:33]=[N-:34].[Na+:31]>>[CH2:12]([CH:13]1[O:14][c:15]2[c:16](-[c:23]3[c:24]([Cl:30])[cH:25][cH:26][cH:27][c:28]3[Cl:29])[cH:17][cH:18][cH:19][c:20]2[CH:21]=[CH:22]1)[N:32]=[N+:33]=[N-:34]. Yields the product CC(=O)CC(=O)CC(=O)O (triacetate). Run in C(C)N(CC)CC (triethylamine). The reactants are OC1(C(C(CC(C1)O)(C)C)C=CC(CCC)O)C (1-(2,4-dihydroxy-2,6,6-trimethylcyclohexyl)hex-1-en-3-ol), C(C)(=O)OC(C)=O (acetic anhydride). Reaction SMILES: [OH:1][C:2]1(C)[CH2:7][CH:6]([OH:8])CC(C)(C)[CH:3]1C=CC(O)CCC.C([O:22][C:23](=[O:25])[CH3:24])(=O)C>C(N(CC)CC)C.CN(C)C1C=CN=CC=1>[CH3:3][C:2]([CH2:7][C:6]([CH2:24][C:23]([OH:22])=[O:25])=[O:8])=[O:1]. Run at time 8 hour. Reported procedure: To a solution of 1.28 g of 1-(2,4-dihydroxy-2,6,6-trimethylcyclohexyl)hex-1-en-3-ol in 50 ml of triethylamine was slowly added 1.2 ml of acetic anhydride under ice-cooling. To the mixture was further added 120 mg of p-dimethylaminopyridine. The mixture was allowed to stand at room temperature overnight. The reaction mixture was poured onto ice and extracted with diethyl ether. The extract was washed successively with a 0.5N hydrochloric acid aqueous solution and a saturated sodium chloride aqueo... The reagents and catalysts are CN(C1=CC=NC=C1)C (p-dimethylaminopyridine). Reactants: CCc1ncnc(NC2CCC(C(C)(C)C)CC2)c1I, FC(F)(F)C(F)(F)I. Product: CCc1ncnc(NC2CCC(C(C)(C)C)CC2)c1C(F)(F)C(F)(F)F. RXN SMILES: [C:9]([CH3:10])([CH3:11])([CH3:12])[CH:13]1[CH2:14][CH2:15][CH:16]([NH:19][c:20]2[n:21][cH:22][n:23][c:24]([CH2:27][CH3:28])[c:25]2[I:26])[CH2:17][CH2:18]1.[F:1][C:2]([C:3]([F:4])([F:5])[F:6])([F:7])[I:8]>>[F:1][C:2]([C:3]([F:4])([F:5])[F:6])([F:7])[c:25]1[c:20]([NH:19][CH:16]2[CH2:15][CH2:14][CH:13]([C:9]([CH3:10])([CH3:11])[CH3:12])[CH2:18][CH2:17]2)[n:21][cH:22][n:23][c:24]1[CH2:27][CH3:28]. The reactants are [H-].[Al+3].[Li+].[H-].[H-].[H-] (lithium aluminium hydride), COC1=C(C(=C(C(=C1C)C)OC)C)C([C@@H]1[C@](CCC[C@@H](CCC[C@@H](CCCC(C)C)C)C)(C)O1)O ((1RS,2R,3R,7R,11R)-1-(2',5'-dimethoxy-3',4',6'-trimethylphenyl)-2,3-epoxy-3,7,11,15-tetramethylhexadecanol), O (water). Run in COC(C)(C)C (tert.butyl methyl ether), COC(C)(C)C (tert.butyl methyl ether). Conditions: time 1 hour. Product: COC1=C(C(=C(C(=C1C)C)OC)C)C(C[C@@](CCC[C@@H](CCC[C@@H](CCCC(C)C)C)C)(O)C)O ((1RS,3R,7R,11R)-1-(2',5'-dimethoxy-3',4',6'-trimethylphenyl)-3,7,11,15-tetramethylhexadecane-1,3-diol). Yield: 82.3%. RXN SMILES: [CH3:1][O:2][C:3]1[C:8]([CH3:9])=[C:7]([CH3:10])[C:6]([O:11][CH3:12])=[C:5]([CH3:13])[C:4]=1[CH:14]([OH:35])[C@H:15]1[O:34][C@:16]1([CH3:33])[CH2:17][CH2:18][CH2:19][C@H:20]([CH3:32])[CH2:21][CH2:22][CH2:23][C@H:24]([CH3:31])[CH2:25][CH2:26][CH2:27][CH:28]([CH3:30])[CH3:29].[H-].[Al+3].[Li+].[H-].[H-].[H-].O>COC(C)(C)C>[CH3:1][O:2][C:3]1[C:8]([CH3:9])=[C:7]([CH3:10])[C:6]([O:11][CH3:12])=[C:5]([CH3:13])[C:4]=1[CH:14]([OH:35])[CH2:15][C@:16]([CH3:33])([OH:34])[CH2:17][CH2:18][CH2:19][C@H:20]([CH3:32])[CH2:21][CH2:22][CH2:23][C@H:24]([CH3:31])[CH2:25][CH2:26][CH2:27][CH:28]([CH3:29])[CH3:30] |f:1.2.3.4.5.6|. Procedure: A solution of 342 mg (0.70 mmol) of (1RS,2R,3R,7R,11R)-1-(2',5'-dimethoxy-3',4',6'-trimethylphenyl)-2,3-epoxy-3,7,11,15-tetramethylhexadecanol in 1 ml of tert.butyl methyl ether was added dropwise at room temperature while stirring to a suspension of 51 mg (2 mmol) of lithium aluminium hydride in 10 ml of tert.butyl methyl ether and the mixture was subsequently stirred at room temperature for a further 1 hour. Then, 0.5 ml of water was added dropwise, the mixture was filtered through sodium sulp... The reactants are C(C)(C)(C)OC(=O)N1CCN(CC1)C1=CC(=CC=2NCCOC21)C(C)(C)C (4-(6-tert-butyl-3,4-dihydro-2H-benzo[1,4]oxazin-8-yl)-piperazine-1-carboxylic acid tert-butyl ester), FC(C(=O)O)(F)F (trifluoracetic acid), Cl (hydrogen chloride), CS(=O)(=O)C=1C=C(C=CC1)S(=O)(=O)Cl (3-methylsulfonyl-benzenesulfonyl chloride), aryl- or heteroaryl-sulfonyl chlorides. Solvent: C(C)O (ethanol). Product: ClC=1C=C(C2=C(N(CCO2)S(=O)(=O)C2=CC(=CC=C2)S(=O)(=O)C)C1)N1CCNCC1 (6-chloro-4-(3-methanesulfonyl-benzenesulfonyl)-8-piperazin-1-yl-3,4-dihydro-2H-benzo[1,4]oxazine). Reaction SMILES: C(OC([N:8]1[CH2:13][CH2:12][N:11]([C:14]2[C:23]3[O:22][CH2:21][CH2:20][NH:19][C:18]=3[CH:17]=[C:16](C(C)(C)C)[CH:15]=2)[CH2:10][CH2:9]1)=O)(C)(C)C.[CH3:28][S:29]([C:32]1[CH:33]=[C:34]([S:38](Cl)(=[O:40])=[O:39])[CH:35]=[CH:36][CH:37]=1)(=[O:31])=[O:30].FC(F)(F)C(O)=O.[ClH:49]>C(O)C>[Cl:49][C:16]1[CH:15]=[C:14]([N:11]2[CH2:10][CH2:9][NH:8][CH2:13][CH2:12]2)[C:23]2[O:22][CH2:21][CH2:20][N:19]([S:38]([C:34]3[CH:35]=[CH:36][CH:37]=[C:32]([S:29]([CH3:28])(=[O:31])=[O:30])[CH:33]=3)(=[O:40])=[O:39])[C:18]=2[CH:17]=1. Procedure details: Similarly, but replacing 4-(6-chloro-3,4-dihydro-2H-benzo[1,4]oxazin-8-yl)-piperazine-1-carboxylic acid tert-butyl ester with 4-(6-tert-butyl-3,4-dihydro-2H-benzo[1,4]oxazin-8-yl)-piperazine-1-carboxylic acid tert-butyl ester, and replacing 3-methylsulfonyl-benzenesulfonyl chloride with the appropriate aryl- or heteroaryl-sulfonyl chlorides followed by de-protection using trifluoracetic acid or hot hydrogen chloride in ethanol, the following was prepared: Starting materials: FC(C(=O)O)(F)F (trifluoroacetic acid), BrC1=CC=C(C=C1)C1(CC(C1)C(=O)OC)O (methyl 3-(4-bromophenyl)-3-hydroxycyclobutane-1-carboxylate), [SiH](CC)(CC)CC (Et3SiH). Run at temperature 17.5 celsius. The product is BrC1=CC=C(C=C1)C1CC(C1)C(=O)OC (methyl 3-(4-bromophenyl)cyclobutane-1-carboxylate). Isolated yield 98.9%. RXN SMILES: FC(F)(F)C(O)=O.[Br:8][C:9]1[CH:14]=[CH:13][C:12]([C:15]2(O)[CH2:18][CH:17]([C:19]([O:21][CH3:22])=[O:20])[CH2:16]2)=[CH:11][CH:10]=1.[SiH](CC)(CC)CC>>[Br:8][C:9]1[CH:10]=[CH:11][C:12]([CH:15]2[CH2:16][CH:17]([C:19]([O:21][CH3:22])=[O:20])[CH2:18]2)=[CH:13][CH:14]=1. Procedure details: Into a 20-L 4-necked round-bottom flask was placed trifluoroacetic acid (12 L), methyl 3-(4-bromophenyl)-3-hydroxycyclobutane-1-carboxylate (2330 g, 8.17 mol, 1.00 equiv), followed by the addition of Et3SiH (3556 g, 30.58 mol, 5.00 equiv) dropwise with stirring at 10-25° C. The resulting solution was stirred at room temperature for 0.5 h, concentrated under vacuum, diluted with 8 L of H2O and extracted with 1×8 L of ethyl acetate. The organic layers were combined, washed with 1×3 L of saturated ...